From a dataset of the Open Reaction Database (ORD), a public repository of structured organic reaction records. describe an organic reaction: reactants, conditions, products, and yield Starting materials: ClC=1C(=C(C=C2C(C(=CN(C12)C1=C(C=C(C(=C1)NC=O)F)F)C(=O)OCC)=O)F)F (Ethyl 8-chloro-6,7-difluoro-1-(2,4-difluoro-5-formylaminophenyl)-1,4-dihydro-4-oxoquinoline-3-carboxylate), Cl (hydrochloric acid). Solvent: C(C)(=O)O (acetic acid). Product: NC=1C=C(C(=CC1F)F)N1C=C(C(C2=CC(=C(C(=C12)Cl)F)F)=O)C(=O)O (1-(3-amino-4,6-difluorophenyl)-8-chloro-6,7-difluoro-1,4-dihydro-4-oxoquinoline-3-carboxylic acid). The yield is 89.1%. As a reaction SMILES: [Cl:1][C:2]1[C:3]([F:30])=[C:4]([F:29])[CH:5]=[C:6]2[C:11]=1[N:10]([C:12]1[CH:17]=[C:16]([NH:18]C=O)[C:15]([F:21])=[CH:14][C:13]=1[F:22])[CH:9]=[C:8]([C:23]([O:25]CC)=[O:24])[C:7]2=[O:28].Cl>C(O)(=O)C>[NH2:18][C:16]1[CH:17]=[C:12]([N:10]2[C:11]3[C:6](=[CH:5][C:4]([F:29])=[C:3]([F:30])[C:2]=3[Cl:1])[C:7](=[O:28])[C:8]([C:23]([OH:25])=[O:24])=[CH:9]2)[C:13]([F:22])=[CH:14][C:15]=1[F:21]. Reported procedure: Ethyl 8-chloro-6,7-difluoro-1-(2,4-difluoro-5-formylaminophenyl)-1,4-dihydro-4-oxoquinoline-3-carboxylate (1.8 g) was added to 5 ml of hydrochloric acid and 20 ml of acetic acid. The solution was heated at reflux for 3 hours. The reaction solution was allowed to cool down and concentrated in vacua, and ethanol was added to the residue. The solid was collected by filtration and washed with diethyl ether to give 1.4 g of the title compound. The yield is 20.8%. Reported procedure: A mixture of 1-(5-bromo-2-hydroxy-phenyl)-ethanone (29 g, 0.135 mol), benzaldehyde (14.3 g, 0.135 mol) and borax (51.5 g, 0.135 mol) in ethanol (180 mL) and H2O (300 mL) was refluxed for one day. The reaction mixture was cooled, diluted with an equal volume of H2O and extracted with ethyl acetate. The organic layer was dried over anhydrous Na2SO4, filtered, and evaporated to give 6-bromo-2-phenyl-chroman-4-one (8.5 g, 21%). 1H-NMR (CDCl3): 2.89 (dd, 1H), 3.06 (dd, 1H), 5.46 (dd, 1H), 6.95 (d, 1H... Solvent: C(C)O (ethanol), O (H2O), O (H2O). Reactants: BrC=1C=CC(=C(C1)C(C)=O)O (1-(5-bromo-2-hydroxy-phenyl)-ethanone), C(C1=CC=CC=C1)=O (benzaldehyde), borax. Product: BrC=1C=C2C(CC(OC2=CC1)C1=CC=CC=C1)=O (6-bromo-2-phenyl-chroman-4-one). RXN SMILES: [Br:1][C:2]1[CH:3]=[CH:4][C:5]([OH:11])=[C:6]([C:8](=[O:10])[CH3:9])[CH:7]=1.[CH:12](=O)[C:13]1[CH:18]=[CH:17][CH:16]=[CH:15][CH:14]=1>C(O)C.O>[Br:1][C:2]1[CH:7]=[C:6]2[C:5](=[CH:4][CH:3]=1)[O:11][CH:12]([C:13]1[CH:18]=[CH:17][CH:16]=[CH:15][CH:14]=1)[CH2:9][C:8]2=[O:10]. Reactants: [OH-].[Na+] (sodium hydroxide), [N+](=O)([O-])C1=CC=C(COC(=O)N2[C@@H](C[C@@H](C2)SC(C)=O)CC(=O)N(C)C)C=C1 ((2R,4S)-1-(p-Nitrobenzyloxycarbonyl)-2-dimethylaminocarbonylmethyl-4-acetylthiopyrrolidine), Cl (Hydrochloric acid). The solvent is CO (methanol). Conditions: time 15 minute. Yields the product [N+](=O)([O-])C1=CC=C(COC(=O)N2[C@@H](C[C@@H](C2)S)CC(=O)N(C)C)C=C1 ((2R,4S)-1-(p-nitrobenzyloxycarbonyl)-2-dimethylaminocarbonylmethyl-4-mercaptopyrrolidine). RXN SMILES: [N+:1]([C:4]1[CH:28]=[CH:27][C:7]([CH2:8][O:9][C:10]([N:12]2[CH2:16][C@@H:15]([S:17]C(=O)C)[CH2:14][C@H:13]2[CH2:21][C:22]([N:24]([CH3:26])[CH3:25])=[O:23])=[O:11])=[CH:6][CH:5]=1)([O-:3])=[O:2].[OH-].[Na+].Cl>CO>[N+:1]([C:4]1[CH:5]=[CH:6][C:7]([CH2:8][O:9][C:10]([N:12]2[CH2:16][C@@H:15]([SH:17])[CH2:14][C@H:13]2[CH2:21][C:22]([N:24]([CH3:25])[CH3:26])=[O:23])=[O:11])=[CH:27][CH:28]=1)([O-:3])=[O:2] |f:1.2|. Procedure details: (2R,4S)-1-(p-Nitrobenzyloxycarbonyl)-2-dimethylaminocarbonylmethyl-4-acetylthiopyrrolidine (100 mg) was dissolved in 3 ml of methanol, and 0.24 ml of 1N sodium hydroxide solution was added thereto under nitrogen stream at room temperature, followed by stirring at the same temperature for 15 minutes. 1N Hydrochloric acid (0.24 ml) was added thereto, followed by concentration under reduced pressure. The concentrate was diluted with methylene chloride, washed with water, dried over anhydrous sodium... Reactants: C(C)(=O)OC=1C=C2C(=NC(=NC2=CC1OC)C1=CC(=CC=C1)C1=CC=CC=C1)Cl (4-chloro-2-[(3-phenyl)phenyl]-7-methoxyquinazolin-6-yl acetate), NC=1C=C2C=NN(C2=CC1)C(=O)OC(C)(C)C (tert-butyl 5-amino-1H-indazole-1-carboxylate). Run in C(C)(C)O (iso-propanol). Run at temperature 95 celsius, time 2 hour. Product: C(C)(=O)OC=1C=C2C(=NC(=NC2=CC1OC)C1=CC(=CC=C1)C1=CC=CC=C1)NC=1C=C2C=NN(C2=CC1)C(=O)OC(C)(C)C (tert-butyl 5-(6-acetoxy-2-[(3-phenyl)phenyl)-7-methoxyquinazolin-4-ylamino)-1H-indazole-1-carboxylate). Isolated yield 72.9%. RXN SMILES: [C:1]([O:4][C:5]1[CH:6]=[C:7]2[C:12](=[CH:13][C:14]=1[O:15][CH3:16])[N:11]=[C:10]([C:17]1[CH:22]=[CH:21][CH:20]=[C:19]([C:23]3[CH:28]=[CH:27][CH:26]=[CH:25][CH:24]=3)[CH:18]=1)[N:9]=[C:8]2Cl)(=[O:3])[CH3:2].[NH2:30][C:31]1[CH:32]=[C:33]2[C:37](=[CH:38][CH:39]=1)[N:36]([C:40]([O:42][C:43]([CH3:46])([CH3:45])[CH3:44])=[O:41])[N:35]=[CH:34]2>C(O)(C)C>[C:1]([O:4][C:5]1[CH:6]=[C:7]2[C:12](=[CH:13][C:14]=1[O:15][CH3:16])[N:11]=[C:10]([C:17]1[CH:22]=[CH:21][CH:20]=[C:19]([C:23]3[CH:28]=[CH:27][CH:26]=[CH:25][CH:24]=3)[CH:18]=1)[N:9]=[C:8]2[NH:30][C:31]1[CH:32]=[C:33]2[C:37](=[CH:38][CH:39]=1)[N:36]([C:40]([O:42][C:43]([CH3:46])([CH3:45])[CH3:44])=[O:41])[N:35]=[CH:34]2)(=[O:3])[CH3:2]. Procedure details: A mixture of 4-chloro-2-[(3-phenyl)phenyl]-7-methoxyquinazolin-6-yl acetate (4.00 g, 9.88 mmole), tert-butyl 5-amino-1H-indazole-1-carboxylate (2.42 g, 10.37 mmole) in iso-propanol (130 mL) was stirred at 95° C. for 2 h. The reaction was cooled to RT and the crude product was filtered and then washed with ether, iso-propanol, and hexane and dried under vacuum to give tert-butyl 5-(6-acetoxy-2-[(3-phenyl)phenyl)-7-methoxyquinazolin-4-ylamino)-1H-indazole-1-carboxylate (4.33 g, 7.20 mmole, 77% ove... The reactants are ClC1=NC(=C2C(=N1)N(N=C2)C)NCCOC ((6-Chloro-1-methyl-1H-pyrazolo[3,4-d]pyrimidin-4-yl)-(2-methoxy-ethyl)-amine), N1N=C(C2=CC=CC=C12)B1OC(C)(C)C(C)(C)O1 (indazole boronic acid pinacol ester). Yields the product N1N=CC2=C(C=CC=C12)C1=NC(=C2C(=N1)N(N=C2)C)NCCOC (6-(1H-indazol-4-yl)-N-(2-methoxyethyl)-1-methyl-1H-pyrazolo[3,4-d]pyrimidin-4-amine). RXN SMILES: Cl[C:2]1[N:7]=[C:6]2[N:8]([CH3:11])[N:9]=[CH:10][C:5]2=[C:4]([NH:12][CH2:13][CH2:14][O:15][CH3:16])[N:3]=1.[NH:17]1[C:25]2[C:20](=[CH:21][CH:22]=[CH:23][CH:24]=2)[C:19](B2OC(C)(C)C(C)(C)O2)=[N:18]1>>[NH:17]1[C:25]2[C:20](=[C:21]([C:2]3[N:7]=[C:6]4[N:8]([CH3:11])[N:9]=[CH:10][C:5]4=[C:4]([NH:12][CH2:13][CH2:14][O:15][CH3:16])[N:3]=3)[CH:22]=[CH:23][CH:24]=2)[CH:19]=[N:18]1. Reported procedure: (6-Chloro-1-methyl-1H-pyrazolo[3,4-d]pyrimidin-4-yl)-(2-methoxy-ethyl)-amine was reacted with indazole boronic acid pinacol ester in General Procedure A. Purification on silica yielded 130. NMR: (CDCl3): 3.48 (s, 3H, CH3), 3.77 (t, H, ArH, J=5.13 Hz), 4.04 (m, 2H, CH2), 4.18 (s, 3H, CH3), 5.80 (sbr, H, NH), 7.53 (t, H, ArH, J=7.29 Hz), 7.63 (d, H, ArH, J=8.29 HZ), 7.95 (s, H, ArH), 8.43 (d, H, ArH, J=7.24 Hz), 9.17 (s, H, ArH), 10.2 (sbr, H, NH). MS: (ESI+) MH+=324.14